Dataset: the Open Reaction Database (ORD), a public repository of structured organic reaction records. Task: describe an organic reaction: reactants, conditions, products, and yield Reactants: C(C)C(C(=O)[O-])(C(=O)[O-])CC (Diethylmalonate), [O-]CC.[Na+] (sodium ethoxide), C(C)O (ethyl alcohol), BrC(C)C (2-bromopropane). Solvent: alcohol. Product: C(C)(C)C(C(=O)OCC)C(=O)OCC (diethyl isopropylmalonate). RXN SMILES: C([C:3]([CH2:10][CH3:11])([C:7]([O-:9])=[O:8])[C:4]([O-:6])=[O:5])C.[O-][CH2:13][CH3:14].[Na+].Br[CH:17](C)[CH3:18].[CH2:20](O)C>>[CH:10]([CH:3]([C:7]([O:9][CH2:13][CH3:14])=[O:8])[C:4]([O:6][CH2:17][CH3:18])=[O:5])([CH3:11])[CH3:20] |f:1.2|. Procedure details: Diethylmalonate (80.0g) in ethyl alcohol (50 ml) was added to a solution of sodium ethoxide (prepared from sodium metal (13.0g) and absolute alcohol (400 ml)) over 15 minutes whilst gently refluxing the mixture. After stirring under reflux for 1 hour a solution of 2-bromopropane (74.5g) in alcohol (50 ml) was added over 1 hour and the mixture stirred under reflux overnight. The reaction mixture was cooled in ice and inorganic material removed by filtration and the filtrate concentrated. Water wa... Reactants: Cl.Cl.N[C@H]([C@@H](C(=O)NC1CC1)O)CC ((2S,3S)-3-amino-N-cyclopropyl-2-hydroxypentanamide dihydrochloride), N[C@H](CO)CCC ((S)-2-aminopentan-1-ol), [N+](#[C-])C(C)CCC (2-isocyanopentane). Yields the product Cl.Cl.N[C@H]([C@@H](C(=O)NC(C)CCC)O)CCC ((2S,3S)-3-Amino-2-hydroxy-N-(pentan-2-yl)hexanamide dihydrochloride). As a reaction SMILES: [ClH:1].Cl.N[C@@H](CC)[C@H](O)C(NC1CC1)=[O:7].[NH2:15][C@@H:16]([CH2:19][CH2:20][CH3:21])[CH2:17][OH:18].[N+:22]([CH:24]([CH2:26][CH2:27][CH3:28])[CH3:25])#[C-:23]>>[ClH:1].[ClH:1].[NH2:15][C@@H:16]([CH2:19][CH2:20][CH3:21])[C@H:17]([OH:18])[C:23]([NH:22][CH:24]([CH2:26][CH2:27][CH3:28])[CH3:25])=[O:7] |f:0.1.2,5.6.7|. Reported procedure: The title compound was prepared in analogy to (2S,3S)-3-amino-N-cyclopropyl-2-hydroxypentanamide dihydrochloride, Representative Procedure A, starting with (S)-2-aminopentan-1-ol in the first step (A1), and using 2-isocyanopentane in the third step (A3).